This data is from the Open Reaction Database (ORD), a public repository of structured organic reaction records. The task is: describe an organic reaction: reactants, conditions, products, and yield Reactants: Intermediate 68, C=1C=CC2=C(C1)N=NN2O (HOBt), CCN(C(C)C)C(C)C (DIPEA), C1(=CC=CC=C1)N1C=NC(=C1)C(=O)NCC(=O)O ([(1-Phenyl-1H-imidazole-4-carbonyl)-amino]-acetic acid), CCN=C=NCCCN(C)C (EDCI), FC(C(=O)O)(F)F.FC(C1=C(OC2CCNCC2)C=CC=C1)(F)F (4-(2-trifluoromethyl-phenoxy)-piperidine trifluoroacetate). Run in CN(C)C=O (DMF), O (water). Reaction conditions: time 2 minute. Product: O=C(CNC(=O)C=1N=CN(C1)C1=CC=CC=C1)N1CCC(CC1)OC1=C(C=CC=C1)C(F)(F)F (1-phenyl-1H-imidazole-4-carboxylic acid {2-oxo-2-[4-(2-trifluoromethyl-phenoxy)-piperidin-1-yl]-ethyl}-amide). The yield is 58.2%. As a reaction SMILES: CCN(C(C)C)C(C)C.[C:10]1([N:16]2[CH:20]=[C:19]([C:21]([NH:23][CH2:24][C:25]([OH:27])=O)=[O:22])[N:18]=[CH:17]2)[CH:15]=[CH:14][CH:13]=[CH:12][CH:11]=1.C1C=CC2N(O)N=NC=2C=1.CCN=C=NCCCN(C)C.FC(F)(F)C(O)=O.[F:56][C:57]([F:72])([F:71])[C:58]1[CH:70]=[CH:69][CH:68]=[CH:67][C:59]=1[O:60][CH:61]1[CH2:66][CH2:65][NH:64][CH2:63][CH2:62]1>CN(C=O)C.O>[O:27]=[C:25]([N:64]1[CH2:63][CH2:62][CH:61]([O:60][C:59]2[CH:67]=[CH:68][CH:69]=[CH:70][C:58]=2[C:57]([F:56])([F:71])[F:72])[CH2:66][CH2:65]1)[CH2:24][NH:23][C:21]([C:19]1[N:18]=[CH:17][N:16]([C:10]2[CH:11]=[CH:12][CH:13]=[CH:14][CH:15]=2)[CH:20]=1)=[O:22] |f:4.5|. Procedure: DIPEA (236 mg, 1.826 mmol) was added to a stirred solution of [(1-Phenyl-1H-imidazole-4-carbonyl)-amino]-acetic acid (prepared from Intermediate 68 by means of Step 3 of the General Scheme) (100 mg, 0.4 mmol) in DMF (5 mL) followed by HOBt (60.5 mg, 0.4 mmol) and EDCI (195 mg, 1.02 mmol). After 2 minutes of stirring, 4-(2-trifluoromethyl-phenoxy)-piperidine trifluoroacetate (126 mg, 0.45 mmol) was added and the resulting mixture was stirred at ambient temperature overnight. The reaction mixture ...